The task is: describe an organic reaction: reactants, conditions, products, and yield. This data is from the Open Reaction Database (ORD), a public repository of structured organic reaction records. The reactants are ice water, C(=O)O (formic acid), C(C)(=O)OC(C)=O (acetic anhydride), CC(C)NC1CCCN2C1=C(C1=CC=CC=C21)C (6,7,8,9-tetrahydro-N-(1-methylethyl)-10-methylpyrido[1,2-a]indol-9-amine). Run in O1CCCC1 (tetrahydrofuran). Reaction conditions: temperature 60 celsius, time 12 hour. The product is CC1=C2N(C3=CC=CC=C13)CCCC2N(C=O)C(C)C (N-(6,7,8,9-Tetrahydro-10-methylpyrido[1,2-a]indol-9-yl)-N-(1-methylethyl)formamide). Yield: 90.0%. Reaction SMILES: [CH:1]([OH:3])=O.C(OC(=O)C)(=O)C.[CH3:11][CH:12]([NH:14][CH:15]1[C:20]2=[C:21]([CH3:28])[C:22]3[C:27]([N:19]2[CH2:18][CH2:17][CH2:16]1)=[CH:26][CH:25]=[CH:24][CH:23]=3)[CH3:13]>O1CCCC1>[CH3:28][C:21]1[C:22]2[C:27](=[CH:26][CH:25]=[CH:24][CH:23]=2)[N:19]2[CH2:18][CH2:17][CH2:16][CH:15]([N:14]([CH:12]([CH3:13])[CH3:11])[CH:1]=[O:3])[C:20]=12. Procedure: A mixture of formic acid (6 mL) and acetic anhydride (12 mL) was heated at 60° C. for 4 hours. A solution of 6,7,8,9-tetrahydro-N-(1-methylethyl)-10-methylpyrido[1,2-a]indol-9-amine (6 g, 24.7 mmol, described in Example 22) in tetrahydrofuran (60 mL) was added at once at 25° C. under exclusion of moisture. The reaction mixture was stirred at 25° C. for 12 hours, then poured into ice water (120 mL). The product was extracted with ether (3×80 mL), and the combined organic layer washed with 5% HCl,... Isolated yield 76.2%. Reaction SMILES: [OH:1][C@@H:2]([C@H:4]1[C:25](=[O:26])[N:6]2[CH:7]([C:12]([O:14][CH2:15][C:16]3[CH:21]=[CH:20][C:19]([N+:22]([O-:24])=[O:23])=[CH:18][CH:17]=3)=[O:13])[C:8](=O)[C@H:9]([CH3:10])[C@H:5]12)[CH3:3].[N+:27]([C:30]1[CH:58]=[CH:57][C:33]([CH2:34][O:35][C:36]([NH:38][CH2:39][CH:40]([SH:56])[CH2:41][NH:42][C:43]([O:45][CH2:46][C:47]2[CH:52]=[CH:51][C:50]([N+:53]([O-:55])=[O:54])=[CH:49][CH:48]=2)=[O:44])=[O:37])=[CH:32][CH:31]=1)([O-:29])=[O:28]>>[CH3:10][C@@H:9]1[C@H:5]2[C@@H:4]([C@H:2]([OH:1])[CH3:3])[C:25](=[O:26])[N:6]2[C:7]([C:12]([O:14][CH2:15][C:16]2[CH:21]=[CH:20][C:19]([N+:22]([O-:24])=[O:23])=[CH:18][CH:17]=2)=[O:13])=[C:8]1[S:56][CH:40]([CH2:39][NH:38][C:36]([O:35][CH2:34][C:33]1[CH:57]=[CH:58][C:30]([N+:27]([O-:29])=[O:28])=[CH:31][CH:32]=1)=[O:37])[CH2:41][NH:42][C:43]([O:45][CH2:46][C:47]1[CH:48]=[CH:49][C:50]([N+:53]([O-:55])=[O:54])=[CH:51][CH:52]=1)=[O:44]. Procedure details: 1.0 g of p-nitrobenzyl (1R,5R,6S)-6-[1(R)-hydroxyethyl]-1-methyl-2-oxocarbapenam-3-carboxylate and 2.0 g of 1,3-bis(p-nitrobenzyloxycarbonylamino)-2-mercaptopropane were reacted in the same manner as described in Example 1 to give 1.7 g of p-nitrobenzyl (1R,5R,6S)-1-methyl-2-[1,3-bis-(p-nitrobenzyloxycarbonylamino)propan-2-ylthio]-6-[1(R)-hydroxyethyl]carbapen-2-em-3-carboxylate. The product is C[C@H]1C(=C(N2[C@@H]1[C@H](C2=O)[C@@H](C)O)C(=O)OCC2=CC=C(C=C2)[N+](=O)[O-])SC(CNC(=O)OCC2=CC=C(C=C2)[N+](=O)[O-])CNC(=O)OCC2=CC=C(C=C2)[N+](=O)[O-] (p-nitrobenzyl (1R,5R,6S)-1-methyl-2-[1,3-bis-(p-nitrobenzyloxycarbonylamino)propan-2-ylthio]-6-[1(R)-hydroxyethyl]carbapen-2-em-3-carboxylate). The reactants are O[C@H](C)[C@@H]1[C@@H]2N(C(C([C@@H]2C)=O)C(=O)OCC2=CC=C(C=C2)[N+](=O)[O-])C1=O (p-nitrobenzyl (1R,5R,6S)-6-[1(R)-hydroxyethyl]-1-methyl-2-oxocarbapenam-3-carboxylate), [N+](=O)([O-])C1=CC=C(COC(=O)NCC(CNC(=O)OCC2=CC=C(C=C2)[N+](=O)[O-])S)C=C1 (1,3-bis(p-nitrobenzyloxycarbonylamino)-2-mercaptopropane). Starting materials: COC(=O)c1cc(N)cc(-c2ncco2)c1, O=C(Cl)OCc1ccccc1, [Na+], [Na+], O=C([O-])[O-]. Product: COC(=O)c1cc(NC(=O)OCc2ccccc2)cc(-c2ncco2)c1. Reaction SMILES: [CH3:1][O:2][C:3]([c:4]1[cH:5][c:6]([NH2:15])[cH:7][c:8](-[c:10]2[o:11][cH:12][cH:13][n:14]2)[cH:9]1)=[O:16].[Cl:23][C:24](=[O:25])[O:26][CH2:27][c:28]1[cH:29][cH:30][cH:31][cH:32][cH:33]1.[Na+:17].[Na+:18].[O-:19][C:20](=[O:21])[O-:22]>>[CH3:1][O:2][C:3]([c:4]1[cH:5][c:6]([NH:15][C:24](=[O:25])[O:26][CH2:27][c:28]2[cH:29][cH:30][cH:31][cH:32][cH:33]2)[cH:7][c:8](-[c:10]2[o:11][cH:12][cH:13][n:14]2)[cH:9]1)=[O:16].